From a dataset of the Open Reaction Database (ORD), a public repository of structured organic reaction records. describe an organic reaction: reactants, conditions, products, and yield Starting materials: C(C1=CC=CC=C1)OC1=C2N(C=3C(=NN(C(C31)=O)CC3=CC=C(C=C3)F)O)CCN(C2=O)C (10-(benzyloxy)-2-(4-fluorobenzyl)-4-hydroxy-8-methyl-7,8-dihydropyrazino[1′,2′:1,5]-pyrrolo[2,3-d]pyridazine-1,9(2H,6H)-dione). The reagents and catalysts are [OH-].[OH-].[Pd+2] (Pearlman's catalyst). Solvent: CO (methanol), C(C)#N (acetonitrile). Run at time 45 minute. The product is FC1=CC=C(CN2N=C(C3=C(C2=O)C(=C2N3CCN(C2=O)C)O)O)C=C1 (2-(4-Fluorobenzyl)-4,10-dihydroxy-8-methyl-7,8-dihydropyrazino[1′,2′:1,5]-pyrrolo[2,3-d]pyridazine-1,9(2H,6H)-dione). Reaction SMILES: C([O:8][C:9]1[C:17]2[C:16](=[O:18])[N:15]([CH2:19][C:20]3[CH:25]=[CH:24][C:23]([F:26])=[CH:22][CH:21]=3)[N:14]=[C:13]([OH:27])[C:12]=2[N:11]2[CH2:28][CH2:29][N:30]([CH3:33])[C:31](=[O:32])[C:10]=12)C1C=CC=CC=1>[OH-].[OH-].[Pd+2].CO.C(#N)C>[F:26][C:23]1[CH:24]=[CH:25][C:20]([CH2:19][N:15]2[C:16](=[O:18])[C:17]3[C:9]([OH:8])=[C:10]4[C:31](=[O:32])[N:30]([CH3:33])[CH2:29][CH2:28][N:11]4[C:12]=3[C:13]([OH:27])=[N:14]2)=[CH:21][CH:22]=1 |f:1.2.3|. Procedure: A mixture of 10-(benzyloxy)-2-(4-fluorobenzyl)-4-hydroxy-8-methyl-7,8-dihydropyrazino[1′,2′:1,5]-pyrrolo[2,3-d]pyridazine-1,9(2H,6H)-dione (23 mg, 0.05 mmol) and Pearlman's catalyst [25 mg, 20% Pd(OH)2 on carbon] in methanol (10 mL) was stirred under an atmosphere of hydrogen gas (1 atm) at room temperature for 45 minutes. The reaction mixture was diluted with acetonitrile and filtered. The filtrate was concentrated under vacuum, and the residue was subjected to purification on reverse phase HPL... The reactants are CC(C)OC=1C=CC(=NC1)C (5-(1-methylethoxy)-2-methylpyridine), C(C)(=O)OCC (ethyl acetate), S(=O)(=O)([O-])S(=O)[O-].[Na+].[Na+] (sodium metabisulfite), ClC=1C=C(C(=O)OO)C=CC1 (3-chloroperoxybenzoic acid). Run in ClCCl (dichloromethane). Run at temperature 0 celsius, time 45 minute. The product is CC(C)OC=1C=CC(=[N+](C1)[O-])C (5-(1-methylethoxy)-2-methylpyridine 1-oxide). Yield: 217.2%. Reaction SMILES: [CH3:1][CH:2]([O:4][C:5]1[CH:6]=[CH:7][C:8]([CH3:11])=[N:9][CH:10]=1)[CH3:3].ClC1C=C(C=CC=1)C(OO)=[O:17].C(OCC)(=O)C.S(S([O-])=O)([O-])(=O)=O.[Na+].[Na+]>ClCCl>[CH3:3][CH:2]([O:4][C:5]1[CH:6]=[CH:7][C:8]([CH3:11])=[N+:9]([O-:17])[CH:10]=1)[CH3:1] |f:3.4.5|. Procedure: 5-(1-methylethoxy)-2-methylpyridine (227 mg, 0.661 mmol) was dissolved in dichloromethane (7.5 mL), added 3-chloroperoxybenzoic acid (408 mg, 0.733 mmol) under ice-cold conditions, and the mixture was stirred at 0° C. for 45 minutes. The reaction solution was added ethyl acetate, saturated aqueous solution of sodium metabisulfite, and an aqueous solution of sodium hydrogen carbonate, and extracted with ethyl acetate. The organic layer was washed with brine, dried over sodium sulfate, and concent... Reactants: COc1ccc(C(F)(F)F)cc1C(=O)N=c1sc(C(C)(C)C)cn1CC1(OC(C)=O)CCC1, COc1ccc(P2(=S)SP(=S)(c3ccc(OC)cc3)S2)cc1, Cc1ccccc1. Product: COc1ccc(C(F)(F)F)cc1C(=S)N=c1sc(C(C)(C)C)cn1CC1(OC(C)=O)CCC1. RXN SMILES: [C:1]([CH3:2])(=[O:3])[O:4][C:5]1([CH2:9][n:10]2[c:11](=[N:19][C:20]([c:21]3[c:22]([O:31][CH3:32])[cH:23][cH:24][c:25]([C:27]([F:28])([F:29])[F:30])[cH:26]3)=[O:33])[s:12][c:13]([C:15]([CH3:16])([CH3:17])[CH3:18])[cH:14]2)[CH2:6][CH2:7][CH2:8]1.[CH3:34][O:35][c:36]1[cH:37][cH:38][c:39]([P:40]2(=[S:41])[S:42][P:44](=[S:45])([c:46]3[cH:47][cH:48][c:49]([O:50][CH3:51])[cH:52][cH:53]3)[S:43]2)[cH:54][cH:55]1.[CH3:56][c:57]1[cH:58][cH:59][cH:60][cH:61][cH:62]1>>[C:1]([CH3:2])(=[O:3])[O:4][C:5]1([CH2:9][n:10]2[c:11](=[N:19][C:20]([c:21]3[c:22]([O:31][CH3:32])[cH:23][cH:24][c:25]([C:27]([F:28])([F:29])[F:30])[cH:26]3)=[S:43])[s:12][c:13]([C:15]([CH3:16])([CH3:17])[CH3:18])[cH:14]2)[CH2:6][CH2:7][CH2:8]1. The reactants are BrC1=C(C(=O)O)C=CC(=C1)[N+](=O)[O-] (2-bromo-4-nitrobenzoic acid), S(=O)(Cl)Cl (thionyl chloride), C(C=C)N (allylamine), acid chloride, Cl (hydrochloric acid), S(=O)(Cl)Cl (thionyl chloride). Run in O1CCCC1 (tetrahydrofuran), O1CCCC1 (tetrahydro-furan), C(C)(=O)OCC (ethyl acetate). Run at time 20 hour. Product: C(C=C)NC(C1=C(C=C(C=C1)[N+](=O)[O-])Br)=O (2-bromo-4-nitrobenzoic acid-allylamide). RXN SMILES: [Br:1][C:2]1[CH:10]=[C:9]([N+:11]([O-:13])=[O:12])[CH:8]=[CH:7][C:3]=1[C:4]([OH:6])=O.[CH2:14]([NH2:17])[CH:15]=[CH2:16].S(Cl)(Cl)=O.Cl>O1CCCC1.C(OCC)(=O)C>[CH2:14]([NH:17][C:4](=[O:6])[C:3]1[CH:7]=[CH:8][C:9]([N+:11]([O-:13])=[O:12])=[CH:10][C:2]=1[Br:1])[CH:15]=[CH2:16]. Procedure: 5 g of 2-bromo-4-nitrobenzoic acid is converted into acid chloride, which is dissolved in 50 ml of tetrahydrofuran and added in drops to 3 ml of allylamine in 20 ml of tetrahydro-furan, by 2 hours of boiling with 30 ml of thionyl chloride and distilling-off of excess thionyl chloride. After 20 hours at room temperature, it is dispersed between 1N hydrochloric acid and ethyl acetate, the ethyl acetate phase is washed with water, dried (Na2SO4) and concentrated by evaporation. The residue is cryst... The reactants are Cl, O=C(O)C1CCCCN1. The product is Cl, O=C(O)C1CCCCN1. As a reaction SMILES: [ClH:10].[OH:1][C:2](=[O:3])[CH:4]1[CH2:5][CH2:6][CH2:7][CH2:8][NH:9]1>>[ClH:10].[O:1]=[C:2]([OH:3])[CH:4]1[CH2:5][CH2:6][CH2:7][CH2:8][NH:9]1.